Task: describe an organic reaction: reactants, conditions, products, and yield. Dataset: the Open Reaction Database (ORD), a public repository of structured organic reaction records Reactants: C([O-])([O-])=O.[Cs+].[Cs+] (cesium carbonate), CC=1C(NC(N(C1)C(=O)OC(C)(C)C)=O)=O (Tert-butyl 5-methyl-2,4-dioxo-pyrimidine-1-carboxylate), BrCC1CC1 ((bromomethyl)cyclopropane). Run in CCOC(=O)C (EtOAc), NH4CI, CC#N (MeCN). Run at time 18 hour. Product: C1(CC1)CN1C(N(C=C(C1=O)C)C(=O)OC(C)(C)C)=O (tert-butyl 3-(cyclopropylmethyl)-5-methyl-2,4-dioxo-pyrimidine-1-carboxylate). The yield is 73.0%. Reaction SMILES: [CH3:1][C:2]1[C:3](=[O:16])[NH:4][C:5](=[O:15])[N:6]([C:8]([O:10][C:11]([CH3:14])([CH3:13])[CH3:12])=[O:9])[CH:7]=1.C(=O)([O-])[O-].[Cs+].[Cs+].Br[CH2:24][CH:25]1[CH2:27][CH2:26]1>CC#N.CCOC(C)=O>[CH:25]1([CH2:24][N:4]2[C:3](=[O:16])[C:2]([CH3:1])=[CH:7][N:6]([C:8]([O:10][C:11]([CH3:12])([CH3:14])[CH3:13])=[O:9])[C:5]2=[O:15])[CH2:27][CH2:26]1 |f:1.2.3|. Reported procedure: Tert-butyl 5-methyl-2,4-dioxo-pyrimidine-1-carboxylate (0.10 g, 0.44 mmol) was dissolved in dry MeCN (2.2 mL) and cesium carbonate was added (0.22 g, 0.66 mmol), followed by (bromomethyl)cyclopropane (0.13 mL, 1.33 mmol). The reaction mixture was stirred under nitrogen atmosphere at room temperature for 18 hrs. The reaction was then diluted with EtOAc and saturated aqueous NH4CI solution was added. The aqueous layer was extracted with EtOAc (3×15 mL), the combined organic phases were washed with...